This data is from the Open Reaction Database (ORD), a public repository of structured organic reaction records. The task is: describe an organic reaction: reactants, conditions, products, and yield Starting materials: COC1=CC=C(CS[C@H]2C[C@H](N(C2)C(=O)OCC2=CC=C(C=C2)[N+](=O)[O-])C(=O)O)C=C1 ((2S,4S)-4-(4-methoxybenzylthio)-1-(4-nitrobenzyloxycarbonyl)-2-pyrrolidinecarboxylic acid), C(CN)N (ethylenediamine), [N+](=O)([O-])C1=CC=C(COC(=O)NC=N)C=C1 (N-(4-nitrobenzyloxycarbonyl)formamidine). The product is S[C@H]1C[C@H](N(C1)C(=O)OCC1=CC=C(C=C1)[N+](=O)[O-])C(NCCNC=NC(=O)OCC1=CC=C(C=C1)[N+](=O)[O-])=O ((2S,4S)-4-Mercapto-2-{N-[2-(N-4-nitrobenzyloxycarbonylformimidoyl)aminoethyl]carbamoyl}-1-(4-nitrobenzyloxycarbonyl)pyrrolidine). Yield: 27.2%. RXN SMILES: COC1C=CC(C[S:8][C@@H:9]2[CH2:13][N:12]([C:14]([O:16][CH2:17][C:18]3[CH:23]=[CH:22][C:21]([N+:24]([O-:26])=[O:25])=[CH:20][CH:19]=3)=[O:15])[C@H:11]([C:27]([OH:29])=O)[CH2:10]2)=CC=1.[CH2:32]([NH2:35])[CH2:33][NH2:34].[N+:36]([C:39]1[CH:51]=[CH:50][C:42]([CH2:43][O:44][C:45]([NH:47][CH:48]=N)=[O:46])=[CH:41][CH:40]=1)([O-:38])=[O:37]>>[SH:8][C@@H:9]1[CH2:13][N:12]([C:14]([O:16][CH2:17][C:18]2[CH:19]=[CH:20][C:21]([N+:24]([O-:26])=[O:25])=[CH:22][CH:23]=2)=[O:15])[C@H:11]([C:27](=[O:29])[NH:34][CH2:33][CH2:32][NH:35][CH:48]=[N:47][C:45]([O:44][CH2:43][C:42]2[CH:50]=[CH:51][C:39]([N+:36]([O-:38])=[O:37])=[CH:40][CH:41]=2)=[O:46])[CH2:10]1. Reported procedure: Following a procedure similar to that described in Preparation 17, but using 850 mg of (2S,4S)-4-(4-methoxybenzylthio)-1-(4-nitrobenzyloxycarbonyl)-2-pyrrolidinecarboxylic acid, 450 mg of ethylenediamine and 400 mg of N-(4-nitrobenzyloxycarbonyl)formamidine, 280 mg of the title compound were obtained as a powder. Reactants: C1CCNCC1, Cc1[nH]c(C=O)c(C)c1CCC(=O)N1CCOCC1, CCO, O=C1Cc2c(ncnc2Nc2ccc(F)c(Cl)c2)N1. Product: Cc1[nH]c(C=C2C(=O)Nc3ncnc(Nc4ccc(F)c(Cl)c4)c32)c(C)c1CCC(=O)N1CCOCC1. RXN SMILES: [CH2:39]1[CH2:40][CH2:41][NH:42][CH2:43][CH2:44]1.[CH3:20][c:21]1[c:22]([CH:37]=[O:38])[nH:23][c:24]([CH3:36])[c:25]1[CH2:26][CH2:27][C:28](=[O:29])[N:30]1[CH2:31][CH2:32][O:33][CH2:34][CH2:35]1.[CH3:45][CH2:46][OH:47].[Cl:1][c:2]1[cH:3][c:4]([NH:9][c:10]2[c:11]3[c:12]([n:13][cH:14][n:15]2)[NH:16][C:17](=[O:19])[CH2:18]3)[cH:5][cH:6][c:7]1[F:8]>>[Cl:1][c:2]1[cH:3][c:4]([NH:9][c:10]2[c:11]3[c:12]([n:13][cH:14][n:15]2)[NH:16][C:17](=[O:19])[C:18]3=[CH:37][c:22]2[c:21]([CH3:20])[c:25]([CH2:26][CH2:27][C:28](=[O:29])[N:30]3[CH2:31][CH2:32][O:33][CH2:34][CH2:35]3)[c:24]([CH3:36])[nH:23]2)[cH:5][cH:6][c:7]1[F:8]. The product is Cc1c(C(=O)O)sc2nc(CN3CCCCC3)[nH]c(=O)c12. The reactants are CCOC(=O)c1sc2nc(CN3CCCCC3)[nH]c(=O)c2c1C, Cl, [Na+], [OH-]. As a reaction SMILES: [CH3:1][c:2]1[c:3]([C:19](=[O:20])[O:21][CH2:22][CH3:23])[s:4][c:5]2[n:6][c:7]([CH2:12][N:13]3[CH2:14][CH2:15][CH2:16][CH2:17][CH2:18]3)[nH:8][c:9](=[O:11])[c:10]12.[ClH:24].[Na+:26].[OH-:25]>>[CH3:1][c:2]1[c:3]([C:19](=[O:20])[OH:21])[s:4][c:5]2[n:6][c:7]([CH2:12][N:13]3[CH2:14][CH2:15][CH2:16][CH2:17][CH2:18]3)[nH:8][c:9](=[O:11])[c:10]12.